This data is from the Open Reaction Database (ORD), a public repository of structured organic reaction records. The task is: describe an organic reaction: reactants, conditions, products, and yield Starting materials: CCCCN=C=O, O=c1[nH]cc(F)c(=O)[nH]1, CN(C)C=O. Yields the product CCCCNC(=O)n1cc(F)c(=O)[nH]c1=O. Reaction SMILES: [CH3:10][CH2:11][CH2:12][CH2:13][N:14]=[C:15]=[O:16].[F:1][c:2]1[c:3](=[O:9])[nH:4][c:5](=[O:8])[nH:6][cH:7]1.[O:17]=[CH:18][N:19]([CH3:20])[CH3:21]>>[F:1][c:2]1[c:3](=[O:9])[nH:4][c:5](=[O:8])[n:6]([C:15]([NH:14][CH2:13][CH2:12][CH2:11][CH3:10])=[O:16])[cH:7]1. Reactants: CC(C)(C)C(=O)NC(=O)CCCCBr, CC#N, c1ccc(P(c2ccccc2)c2ccccc2)cc1. The product is [Br-], CC(C)(C)C(=O)NC(=O)CCCC[P+](c1ccccc1)(c1ccccc1)c1ccccc1. As a reaction SMILES: [CH3:1][C:2]([C:3](=[O:4])[NH:5][C:6]([CH2:7][CH2:8][CH2:9][CH2:10][Br:11])=[O:12])([CH3:13])[CH3:14].[CH3:34][C:35]#[N:36].[c:15]1([P:21]([c:22]2[cH:23][cH:24][cH:25][cH:26][cH:27]2)[c:28]2[cH:29][cH:30][cH:31][cH:32][cH:33]2)[cH:16][cH:17][cH:18][cH:19][cH:20]1>>[Br-:11].[CH3:1][C:2]([C:3](=[O:4])[NH:5][C:6]([CH2:7][CH2:8][CH2:9][CH2:10][P+:21]([c:15]1[cH:16][cH:17][cH:18][cH:19][cH:20]1)([c:22]1[cH:23][cH:24][cH:25][cH:26][cH:27]1)[c:28]1[cH:29][cH:30][cH:31][cH:32][cH:33]1)=[O:12])([CH3:13])[CH3:14]. Starting materials: CC(=O)C1=C(C=C(C=C1OC)OC)O (2-hydroxy-4,6-dimethoxyacetophenone), O1CCOCC1 (dioxane), C(C)OC(C(C#N)(C)C)=O (dimethylcyanoacetic acid ethyl ester), [H-].[Na+] (NaH), C(C)OC(C(C#N)(C)C)=O (dimethylcyanoacetic acid ethyl ester), C(C)(=O)O (acetic acid), ice water. Product: CC(C#N)(C(CC(C1=C(C=C(C=C1OC)OC)O)=O)=O)C (2,2-dimethyl-3,5-dioxo-5-(2-hydroxy-4,6-dimethoxyphenyl)-pentanonitrile). Reaction SMILES: [CH3:1][C:2]([C:4]1[C:9]([O:10][CH3:11])=[CH:8][C:7]([O:12][CH3:13])=[CH:6][C:5]=1[OH:14])=[O:3].O1CCOCC1.[H-].[Na+].C(O)(=O)C.C([O:29][C:30](=O)[C:31]([CH3:35])([CH3:34])[C:32]#[N:33])C>>[CH3:34][C:31]([CH3:35])([C:30](=[O:29])[CH2:1][C:2](=[O:3])[C:4]1[C:9]([O:10][CH3:11])=[CH:8][C:7]([O:12][CH3:13])=[CH:6][C:5]=1[OH:14])[C:32]#[N:33] |f:2.3|. Procedure details: A mixture of 73.5 g of 2-hydroxy-4,6-dimethoxyacetophenone, 260 g of dimethylcyanoacetic acid ethyl ester and 375 ml of absolute dioxane is introduced into a suspension of 28.6 g of NaH in 7.3 g of dimethylcyanoacetic acid ethyl ester at 0°-10°, while stirring. The mixture is heated for 1 hour at 80°, cooled and poured into acetic acid and the resulting solution is stirred into ice water to give 2,2-dimethyl-3,5-dioxo-5-(2-hydroxy-4,6-dimethoxyphenyl)-pentanonitrile; m.p. 112°-113°. The reactants are [H-].[Na+] (sodium hydride), C1OC=2C=C(C=CC2O1)C1S(CCCS1(=O)=O)(=O)=O (2-(3,4-methylenedioxyphenyl)-m-dithiane-1,1,3,3-tetraoxide), ClCCCN(C)CCC1=CC(=C(C=C1)OC)OC (N-(3-chloropropyl)-3,4-dimethoxy-N-methyl-phenethylamine). Solvent: CN(C=O)C (dimethylformamide). Product: Cl.CNCCCC1(S(CCCS1(=O)=O)(=O)=O)C1=CC2=C(C=C1)OCO2 (N-methyl-2-(3,4-methylenedioxyphenyl)-m-dithiane-2-propylamine-1,1,3,3-tetraoxide hydrochloride). Reaction SMILES: [CH2:1]1[O:9][C:8]2[CH:7]=[CH:6][C:5]([CH:10]3[S:15](=[O:17])(=[O:16])[CH2:14][CH2:13][CH2:12][S:11]3(=[O:19])=[O:18])=[CH:4][C:3]=2[O:2]1.[H-].[Na+].[Cl:22][CH2:23][CH2:24][CH2:25][N:26](CCC1C=CC(OC)=C(OC)C=1)[CH3:27]>CN(C)C=O>[ClH:22].[CH3:27][NH:26][CH2:25][CH2:24][CH2:23][C:10]1([C:5]2[CH:6]=[CH:7][C:8]3[O:9][CH2:1][O:2][C:3]=3[CH:4]=2)[S:15](=[O:16])(=[O:17])[CH2:14][CH2:13][CH2:12][S:11]1(=[O:19])=[O:18] |f:1.2,5.6|. Procedure details: 6.08 g of 2-(3,4-methylenedioxyphenyl)-m-dithiane-1,1,3,3-tetraoxide (prepared as described in Example 2) are stirred under argon with 25 ml of absolute dimethylformamide and treated with 0.8 of a 55% sodium hydride suspension. The mixture is left to react for 0.5 hour at room temperature and for 1 hours at 40° C. After cooling to room temperature, 4.8 g of N-(3-chloropropyl)-3,4-dimethoxy-N-methyl-phenethylamine (prepared as described in Example 3) are added and the mixture is heated at 100° C ... Procedure: To a solution of 1-amino-pyrrolidine-2-one hydrochloride (3.8 g, 27.8 mmol) (WO 02/094833) add ethylbenzoylacetate (4.3 mL, 25 mmol) followed by pyridine (10 mL) at room temperature under nitrogen. Stir the mixture at room temperature for 20 hours and then, dilute with water (50 mL) and extract with toluene (2×50 mL). Dry the combined organic layers (MgSO4) and concentrate in vacuo to give a brown oil, 6.23 g, 82% yield, and treat with NaOEt (freshly prepared, 3.1 g, 45.4 mmol, 2 equiv) in tolue... Yields the product C(C)OC(=O)C1=C2N(N=C1C1=CC=CC=C1)CCC2 (3-ethoxycarbonyl-2-phenyl-5,6-dihydro-4H-pyrrolo[1,2-b]pyrazole). Solvent: O (water), N1=CC=CC=C1 (pyridine), O (water), C1(=CC=CC=C1)C (toluene). Run at time 20 hour. Reactants: Cl (HCl), Cl.NN1C(CCC1)=O (1-amino-pyrrolidine-2-one hydrochloride), C(C)OC(CC(C1=CC=CC=C1)=O)=O (ethylbenzoylacetate), CC[O-].[Na+] (NaOEt). Reaction SMILES: Cl.[NH2:2][N:3]1[CH2:7][CH2:6][CH2:5][C:4]1=O.[CH2:9]([O:11][C:12](=[O:22])[CH2:13][C:14](=O)[C:15]1[CH:20]=[CH:19][CH:18]=[CH:17][CH:16]=1)[CH3:10].CC[O-].[Na+].Cl>O.C1(C)C=CC=CC=1.N1C=CC=CC=1>[CH2:9]([O:11][C:12]([C:13]1[C:14]([C:15]2[CH:20]=[CH:19][CH:18]=[CH:17][CH:16]=2)=[N:2][N:3]2[CH2:7][CH2:6][CH2:5][C:4]=12)=[O:22])[CH3:10] |f:0.1,3.4|. Yield: 82.0%. The reactants are O (water), [OH-].[Na+] (sodium hydroxide), Cl.ClCCN (2-chloroethylamine hydrochloride), Cl/C(=C(/C(=O)Cl)\Cl)/C(=O)Cl (dichloromaleic acid dichloride). Product: Cl/C(=C(/C(=O)O)\Cl)/C(=O)O (dichloromaleic acid). Reaction SMILES: [OH-:1].[Na+].Cl.ClCCN.[Cl:8]/[C:9](/[C:15](Cl)=[O:16])=[C:10](\[Cl:14])/[C:11](Cl)=[O:12].[OH2:18]>>[Cl:8]/[C:9](/[C:15]([OH:16])=[O:18])=[C:10](\[Cl:14])/[C:11]([OH:1])=[O:12] |f:0.1,2.3|. Procedure details: 160 g of 10% strength sodium hydroxide solution were added to 40.1 g (0.4 mol) of 2-chloroethylamine hydrochloride, dissolved in 150 ml of water, and 22.2 g (0.1 mol) of dichloromaleic acid dichloride were then introduced slowly at room temperature. The product which precipitated was filtered off and dried. 19.7 g of dichloromaleic acid bis-(2-(chloroethyl)-amide of melting point 107°-110° C. were obtained, that is to say 64% of theory.